Dataset: the Open Reaction Database (ORD), a public repository of structured organic reaction records. Task: describe an organic reaction: reactants, conditions, products, and yield Starting materials: [OH-].[Na+] (NaOH), N1=CC=CC=2CCCC(C12)N (5,6,7,8-tetrahydroquinolin-8-amine), N1=CC=CC=2CCCC(C12)N (5,6,7,8-tetrahydroquinolin-8-amine), ClCCN=C=O (chloroethylisocyanate). Solvent: ClCCl (dichloromethane), O (H2O). Conditions: time 1.5 hour. Product: O1C(=NCC1)NC1CCCC=2C=CC=NC12 ((4,5-Dihydro-oxazol-2-yl)-(5,6,7,8-tetrahydro-quinolin-8-yl)-amine). As a reaction SMILES: [N:1]1[C:10]2[CH:9]([NH2:11])[CH2:8][CH2:7][CH2:6][C:5]=2[CH:4]=[CH:3][CH:2]=1.Cl[CH2:13][CH2:14][N:15]=[C:16]=[O:17].[OH-].[Na+]>ClCCl.O>[O:17]1[CH2:13][CH2:14][N:15]=[C:16]1[NH:11][CH:9]1[C:10]2[N:1]=[CH:2][CH:3]=[CH:4][C:5]=2[CH2:6][CH2:7][CH2:8]1 |f:2.3|. Procedure details: To 5,6,7,8-tetrahydroquinolin-8-amine (Intermediate 17) (3.0 mmol) in dichloromethane (10 mL) was added chloroethylisocyanate (3.3 mmol). The solution was stirred at room temperature for 1.5 hour. The solvent was removed under vacuum gave a crude material, which was refluxed in H2O (60 mL) for 1 hour. After cooling to room temperature, the reaction was basified with NaOH (pH 14), extracted in Ethyl acetate (3×50 mL). The pooled organic layers were washed with brine and dried over magnesium sulph... The reactants are BrC1=NC=C(C(=C1)N(S(=O)(=O)C)S(=O)(=O)C)I (N-(2-Bromo-5-iodopyridin-4-yl)-N-(methylsulfonyl)methanesulfonamide), C1CCOC1 (THF), [OH-].[Na+] (sodium hydroxide). Solvent: O (water). Product: BrC1=NC=C(C(=C1)NS(=O)(=O)C)I (N-(2-Bromo-5-iodopyridin-4-yl)methanesulfonamide). Yield: 84.4%. RXN SMILES: [Br:1][C:2]1[CH:7]=[C:6]([N:8](S(C)(=O)=O)[S:9]([CH3:12])(=[O:11])=[O:10])[C:5]([I:17])=[CH:4][N:3]=1.C1COCC1.[OH-].[Na+]>O>[Br:1][C:2]1[CH:7]=[C:6]([NH:8][S:9]([CH3:12])(=[O:11])=[O:10])[C:5]([I:17])=[CH:4][N:3]=1 |f:2.3|. Reported procedure: N-(2-Bromo-5-iodopyridin-4-yl)-N-(methylsulfonyl)methanesulfonamide (7) (228 mg, 0.50 mmol) was stirred with THF (1.3 ml) and 10% sodium hydroxide in water (1.3 mL) at r.t. for 3 hours. The THF was evaporated and the aqueous was neutralised using 10% citric acid solution. The deposited white solid was filtered off and washed with water, then dried in a vacuum desiccator over sodium hydroxide to give the title compound (159 mg 84%). 1H-NMR (d6-DMSO, 500 MHz): δ 3.29 (s, 3H), 7.54 (s, 1H), 8.64 (s... Starting materials: CC(C)(C)OC(=O)N1CCC(c2nc(CNc3ccc(S(C)(=O)=O)cc3)cs2)CC1, CI, [H-], [Na+], CN(C)C=O. Yields the product CN(Cc1csc(C2CCN(C(=O)OC(C)(C)C)CC2)n1)c1ccc(S(C)(=O)=O)cc1. As a reaction SMILES: [C:1]([CH3:2])([CH3:3])([CH3:4])[O:5][C:6](=[O:7])[N:8]1[CH2:9][CH2:10][CH:11]([c:14]2[s:15][cH:16][c:17]([CH2:19][NH:20][c:21]3[cH:22][cH:23][c:24]([S:27](=[O:28])(=[O:29])[CH3:30])[cH:25][cH:26]3)[n:18]2)[CH2:12][CH2:13]1.[CH3:33][I:34].[H-:32].[Na+:31].[O:35]=[CH:36][N:37]([CH3:38])[CH3:39]>>[C:1]([CH3:2])([CH3:3])([CH3:4])[O:5][C:6](=[O:7])[N:8]1[CH2:9][CH2:10][CH:11]([c:14]2[s:15][cH:16][c:17]([CH2:19][N:20]([c:21]3[cH:22][cH:23][c:24]([S:27](=[O:28])(=[O:29])[CH3:30])[cH:25][cH:26]3)[CH3:33])[n:18]2)[CH2:12][CH2:13]1. The reactants are resultant mixture, O (water), FC1=C(N[C@H](CO)C)C=CC(=C1F)F ((2S)-2-(2,3,4-trifluoroanilino)propanol), C(C)OC(C(C(=O)OCC)=COCC)=O (diethylethoxymethylenemalonate), [OH-].[K+] (potassium hydroxide). The reagents and catalysts are [Cl-].C(CCCCC)[N+](CCCCCC)(CCCCCC)CCCCCC (tetrahexylammonium chloride). The solvent is CN(C)C=O (DMF), CN(C)C=O (DMF). Reaction conditions: temperature 0 celsius, time 1 hour. Yields the product FC1=C(N([C@H](CO)C)C=C(C(=O)OCC)C(=O)OCC)C=CC(=C1F)F (Diethyl [2,3,4-trifluoro[(1S)-2-hydroxy-1-methylethyl]anilino]methylenemalonate). Isolated yield 90.2%. RXN SMILES: [OH-].[K+].[F:3][C:4]1[C:14]([F:15])=[C:13]([F:16])[CH:12]=[CH:11][C:5]=1[NH:6][C@@H:7]([CH3:10])[CH2:8][OH:9].[CH2:17]([O:19][C:20](=[O:31])[C:21](=[CH:27]OCC)[C:22]([O:24][CH2:25][CH3:26])=[O:23])[CH3:18].O>[Cl-].C([N+](CCCCCC)(CCCCCC)CCCCCC)CCCCC.CN(C=O)C>[F:3][C:4]1[C:14]([F:15])=[C:13]([F:16])[CH:12]=[CH:11][C:5]=1[N:6]([CH:27]=[C:21]([C:20]([O:19][CH2:17][CH3:18])=[O:31])[C:22]([O:24][CH2:25][CH3:26])=[O:23])[C@@H:7]([CH3:10])[CH2:8][OH:9] |f:0.1,5.6|. Procedure details: At room temperature, potassium hydroxide (330 mg) and tetrahexylammonium chloride (190.1 mg) were dissolved in DMF (15 ml). After adding a solution (5 ml) of (2S)-2-(2,3,4-trifluoroanilino)propanol (1 g, 99.8% ee) and diethylethoxymethylenemalonate (2.09 g) in DMF, the resultant mixture was stirred for 1 hour. After adding water, the liquid reaction mixture was extracted with a solvent mixture of ethyl acetate and n-hexane (3:2). The organic layer was washed with water and dried over anhydrous m...